From a dataset of the Open Reaction Database (ORD), a public repository of structured organic reaction records. describe an organic reaction: reactants, conditions, products, and yield Starting materials: OCC1CCC(CC1)CS(=O)(=O)N ((4-hydroxymethylcyclohexane-1-yl) methanesulfonamide), [H-].[Na+] (sodium hydride), ClC=1C=CC=2N(N1)C=CN2 (6-chloroimidazo[1,2-b]pyridazine). Solvent: CN(C=O)C (dimethylformamide). Run at time 3 hour. The product is Cl.S(N)(=O)(=O)CC1CCC(CC1)COC=1C=CC=2N(N1)C=CN2 (6-[(4-sulfamoylmethylcyclohexane-1-yl) methyloxy]imidazo[1,2-b]pyridazine hydrochloric acid salt). Yield: 43.6%. As a reaction SMILES: [OH:1][CH2:2][CH:3]1[CH2:8][CH2:7][CH:6]([CH2:9][S:10]([NH2:13])(=[O:12])=[O:11])[CH2:5][CH2:4]1.[H-].[Na+].[Cl:16][C:17]1[CH:18]=[CH:19][C:20]2[N:21]([CH:23]=[CH:24][N:25]=2)[N:22]=1>CN(C)C=O>[ClH:16].[S:10]([CH2:9][CH:6]1[CH2:7][CH2:8][CH:3]([CH2:2][O:1][C:17]2[CH:18]=[CH:19][C:20]3[N:21]([CH:23]=[CH:24][N:25]=3)[N:22]=2)[CH2:4][CH2:5]1)(=[O:11])(=[O:12])[NH2:13] |f:1.2,5.6|. Procedure details: A mixture of (4-hydroxymethylcyclohexane-1-yl) methanesulfonamide (0.58 g), sodium hydride (0.23 g), 6-chloroimidazo[1,2-b]pyridazine (0.43 g) and dimethylformamide (20 ml) was stirred for 3 hours at 85° -90° C. The reaction solution was concentrated under reduced pressure and the residue was poured into water (20 ml). The mixture was adjusted to pH 7.0 with 1 N-hydrochloric acid. The precipitated crystals were collected by filtration and recrystallized from a mixture of ethanol and ethyl ether ...